The task is: describe an organic reaction: reactants, conditions, products, and yield. This data is from the Open Reaction Database (ORD), a public repository of structured organic reaction records. Starting materials: N (NH3), oil, COC1=CC(=C(C=C1)C=1C=C2CCCN3C2=C(C1)[C@H]1[C@@H]3CCNC1)C(F)(F)F ((7aS,11aR)-2-[4-methoxy-2-(trifluoromethyl)phenyl]-5,6,7a,8,9,10,11,11a-octahydro-4H-pyrido[3′,4′:4,5]pyrrolo[3,2,1-ij]quinoline), BrCCCC=C (5-bromo-1-pentene). Product: COC1=CC(=C(C=C1)C=1C=C2CCCN3C2=C(C1)[C@H]1[C@@H]3CCN(C1)CCCC=C)C(F)(F)F ((7aS,11aR)-2-[4-methoxy-2-(trifluoromethyl)phenyl]-10-(4-pentenyl)-5,6,7a,8,9,10,11,11a-octahydro-4H-pyrido[3′,4′:4,5]pyrrolo[3,2,1-ij]quinoline). As a reaction SMILES: [CH3:1][O:2][C:3]1[CH:8]=[CH:7][C:6]([C:9]2[CH:10]=[C:11]3[C:16]4=[C:17]([C@@H:19]5[CH2:24][NH:23][CH2:22][CH2:21][C@@H:20]5[N:15]4[CH2:14][CH2:13][CH2:12]3)[CH:18]=2)=[C:5]([C:25]([F:28])([F:27])[F:26])[CH:4]=1.Br[CH2:30][CH2:31][CH2:32][CH:33]=[CH2:34].N>>[CH3:1][O:2][C:3]1[CH:8]=[CH:7][C:6]([C:9]2[CH:10]=[C:11]3[C:16]4=[C:17]([C@@H:19]5[CH2:24][N:23]([CH2:34][CH2:33][CH2:32][CH:31]=[CH2:30])[CH2:22][CH2:21][C@@H:20]5[N:15]4[CH2:14][CH2:13][CH2:12]3)[CH:18]=2)=[C:5]([C:25]([F:28])([F:26])[F:27])[CH:4]=1. Reported procedure: The title compound was prepared by the method of Example 382 as a yellow oil (22 mg, 63%) from (7aS,11aR)-2-[4-methoxy-2-(trifluoromethyl)phenyl]-5,6,7a,8,9,10,11,11a-octahydro-4H-pyrido[3′,4′:4,5]pyrrolo[3,2,1-ij]quinoline (30 mg, 0.077 mmol) and 5-bromo-1-pentene (23 mg, 0.15 mmol). 1H NMR (CDCl3, 300 MHz) δ1.68-1.79 (m, 2H), 2.01-2.26 (m, 7H), 2.43-2.62 (m, 4H), 2.71 (t, J=6.3 Hz, 2H), 2.83-2.92 (br, 1H), 2.95-3.07 (br, 1H), 3.27-3.44 (m, 3H), 3.86 (s, 3H), 4.93-5.05 (m, 2H), 5.70-5.85 (m, 1H... The reactants are C1(=CC=CC=C1)NC(=C(C(=O)OCC)C#N)SC (ethyl 3-phenylamino-3-methylthio-2-cyanoacrylate), NCC1CN(CCO1)CC1=CC=C(C=C1)F (2-aminomethyl-4-(p-fluorobenzyl)morpholine). Product: FC1=CC=C(CN2CC(OCC2)CNC(=C(C(=O)OCC)C#N)NC2=CC=CC=C2)C=C1 (Ethyl 3-[4-(p-fluorobenzyl)-2-morpholinylmethylamino]-3-phenylamino-2-cyanoacrylate). Yield: 66.0%. RXN SMILES: [C:1]1([NH:7][C:8](SC)=[C:9]([C:15]#[N:16])[C:10]([O:12][CH2:13][CH3:14])=[O:11])[CH:6]=[CH:5][CH:4]=[CH:3][CH:2]=1.[NH2:19][CH2:20][CH:21]1[O:26][CH2:25][CH2:24][N:23]([CH2:27][C:28]2[CH:33]=[CH:32][C:31]([F:34])=[CH:30][CH:29]=2)[CH2:22]1>>[F:34][C:31]1[CH:32]=[CH:33][C:28]([CH2:27][N:23]2[CH2:24][CH2:25][O:26][CH:21]([CH2:20][NH:19][C:8]([NH:7][C:1]3[CH:6]=[CH:5][CH:4]=[CH:3][CH:2]=3)=[C:9]([C:15]#[N:16])[C:10]([O:12][CH2:13][CH3:14])=[O:11])[CH2:22]2)=[CH:29][CH:30]=1. Reported procedure: This compound was synthesized from ethyl 3-phenylamino-3-methylthio-2-cyanoacrylate and 2-aminomethyl-4-(p-fluorobenzyl)morpholine according to the same procedure as in Example 8. Yield=66%. Starting materials: C(C)(=O)OCC (ethyl acetate), C1(=CC=CC=C1)S(=O)(=O)CC1=CC=C(C(=C1C(=O)O)OC)Br (6-(benzenesulphonylmethyl)-3-bromo-2-methoxybenzoic acid), C1(=CC=CC=C1)S(=O)(=O)CC1=CC=C(C(=C1C(=O)O)OC)Br (6-(benzenesulphonylmethyl)-3-bromo-2-methoxybenzoic acid), C([O-])([O-])=O.[Cs+].[Cs+] (cesium carbonate), N1N=CC=C1 (pyrazole). The reagents and catalysts are [Cu]=O (copper (II) oxide). The solvent is CN(C)C=O (DMF). Run at temperature 100 celsius. The product is C1(=CC=CC=C1)S(=O)(=O)CC1=CC=C(C(=C1C(=O)O)OC)N1N=CC=C1 (6-(benzenesulphonylmethyl)-2-methoxy-3-(pyrazol-1-yl)benzoic acid). The yield is 26.9%. Reaction SMILES: [C:1]1([S:7]([CH2:10][C:11]2[C:16]([C:17]([OH:19])=[O:18])=[C:15]([O:20][CH3:21])[C:14](Br)=[CH:13][CH:12]=2)(=[O:9])=[O:8])[CH:6]=[CH:5][CH:4]=[CH:3][CH:2]=1.C(=O)([O-])[O-].[Cs+].[Cs+].[NH:29]1[CH:33]=[CH:32][CH:31]=[N:30]1.C(OCC)(=O)C>CN(C=O)C.[Cu]=O>[C:1]1([S:7]([CH2:10][C:11]2[C:16]([C:17]([OH:19])=[O:18])=[C:15]([O:20][CH3:21])[C:14]([N:29]3[CH:33]=[CH:32][CH:31]=[N:30]3)=[CH:13][CH:12]=2)(=[O:9])=[O:8])[CH:6]=[CH:5][CH:4]=[CH:3][CH:2]=1 |f:1.2.3|. Reported procedure: A mixture of 6-(benzenesulphonylmethyl)-3-bromo-2-methoxybenzoic acid (Intermediate 133, 0.1 g), copper (II) oxide (0.004 g), cesium carbonate (0.254 g) and pyrazole (0.018 g) in DMF (2 ml) was sealed in a microwave vial in an atmosphere of nitrogen and heated at 100° C. for 18 hours. After cooling, ethyl acetate was added, and the mixture was filtered through celite. The filtrate was evaporated to dryness and the residue was purified by HPLC, eluting with a mixture of acetonitrile and water con... Reactants: FC1=CC=C(C=C1)NC(=O)C1(CC1)C(=O)NC1=CC(=C(C=C1)OC1=CC=NC2=CC(=C(C=C12)OC)O)F (cyclopropane-1,1-dicarboxylic acid [3-fluoro-4-(7-hydroxy-6-methoxy-quinolin-4-yloxy)-phenyl]-amide (4-fluoro-phenyl)-amide), C([O-])([O-])=O.[K+].[K+] (potassium carbonate), Cl.ClCCCN1CCOCC1 (4-(3-chloropropyl)-morpholine hydrochloride), C1(=CC=CC=C1)O (phenol). Run in CN(C)C=O (DMF). Yields the product N.CO (NH3 MeOH), FC=1C=C(C=CC1OC1=CC=NC2=CC(=C(C=C12)OC)OCCCN1CCOCC1)NC(=O)C1(CC1)C(=O)NC1=CC=C(C=C1)F (N-[3-fluoro-4-({6-(methyloxy)-7-[(3-morpholin-4-ylpropyl)oxy]quinolin-4-yl}oxy)phenyl]-N′-(4-fluorophenyl)cyclopropane-1,1-dicarboxamide). Reaction SMILES: [F:1][C:2]1[CH:7]=[CH:6][C:5]([NH:8][C:9]([C:11]2([C:14]([NH:16][C:17]3[CH:22]=[CH:21][C:20]([O:23][C:24]4[C:33]5[C:28](=[CH:29][C:30]([OH:36])=[C:31]([O:34][CH3:35])[CH:32]=5)[N:27]=[CH:26][CH:25]=4)=[C:19]([F:37])[CH:18]=3)=[O:15])[CH2:13][CH2:12]2)=[O:10])=[CH:4][CH:3]=1.C(=O)([O-])[O-].[K+].[K+].Cl.Cl[CH2:46][CH2:47][CH2:48][N:49]1[CH2:54][CH2:53][O:52][CH2:51][CH2:50]1.C1(O)C=CC=CC=1>CN(C=O)C>[NH3:8].[CH3:9][OH:10].[F:37][C:19]1[CH:18]=[C:17]([NH:16][C:14]([C:11]2([C:9]([NH:8][C:5]3[CH:6]=[CH:7][C:2]([F:1])=[CH:3][CH:4]=3)=[O:10])[CH2:12][CH2:13]2)=[O:15])[CH:22]=[CH:21][C:20]=1[O:23][C:24]1[C:33]2[C:28](=[CH:29][C:30]([O:36][CH2:46][CH2:47][CH2:48][N:49]3[CH2:54][CH2:53][O:52][CH2:51][CH2:50]3)=[C:31]([O:34][CH3:35])[CH:32]=2)[N:27]=[CH:26][CH:25]=1 |f:1.2.3,4.5,8.9|. Procedure: To a mechanically stirred slurry of cyclopropane-1,1-dicarboxylic acid [3-fluoro-4-(7-hydroxy-6-methoxy-quinolin-4-yloxy)-phenyl]-amide (4-fluoro-phenyl)-amide (16.6 g, 32.8 mmol) and potassium carbonate (13.6 g, 98.6 mmol) in DMF (250 mL) was added 4-(3-chloropropyl)-morpholine hydrochloride (13, 7.92 g, 39.6 mmol). The resulting mixture was heated at 90° C. for 5 hours (until phenol completely consumed). The reaction mixture was allowed to cool to room temperature, then dumped into water (900 ... Reactants: OC1=CC=C(C=C1)C=1COC2=CC(=CC=C2C1)O (3-(4-hydroxy-phenyl)-2H-chromen-7-ol), 3J, 2J, 3J. Reagents/catalysts: [Pd] (Pd—C). The solvent is CO (MeOH). Reaction conditions: time 6 hour. Product: OC1=CC=C(C=C1)C1COC2=CC(=CC=C2C1)O (3-(4-Hydroxy-phenyl)-chroman-7-ol). Reaction SMILES: [OH:1][C:2]1[CH:7]=[CH:6][C:5]([C:8]2[CH2:9][O:10][C:11]3[C:16]([CH:17]=2)=[CH:15][CH:14]=[C:13]([OH:18])[CH:12]=3)=[CH:4][CH:3]=1>CO.[Pd]>[OH:1][C:2]1[CH:7]=[CH:6][C:5]([CH:8]2[CH2:17][C:16]3[C:11](=[CH:12][C:13]([OH:18])=[CH:14][CH:15]=3)[O:10][CH2:9]2)=[CH:4][CH:3]=1. Procedure: To a solution of 3-(4-hydroxy-phenyl)-2H-chromen-7-ol (P7) (0.241 g, 1 mmol) in MeOH was added 10% Pd—C (0.050 g). This reaction mixture was hydrogenated at room temperature under 2 atm (30 psi) of H2 pressure for ca. 6 hours. After the disappearance of starting material (TLC), the catalyst was filtered through a pad of celite. The celite-pad was washed with 10 mL of THF then 2×10 mL of MeOH. The solution was filtered once more through filter paper and evaporated to obtain the brownish solid res... The product is C(CNC(=S)[S-])NC(=S)[S-].C(CNC(=S)[S-])NC(=S)[S-].[Mn+2].[Zn+2] (mancozeb). The reactants are C(CNC(=S)[S-])NC(=S)[S-].[Mn+2] (maneb), C(CNC(=S)[S-])NC(=S)[S-].[Zn+2] (metiram), CC1=CC=CC(=C1N(C(C)C(=O)OC)C(=O)COC)C (metalaxyl), CC1(C(=O)N(C(=O)O1)C2=CC(=CC(=C2)Cl)Cl)COC (myclozolin), C1=C[C@@H](O[C@H]([C@H]1NC(=O)[C@H](CO)N)C(CC(CNC(=N)N)O)(C(=O)O)O)N2C=C(C(=NC2O)N)CO (mildiomycin), CNC(=O)SC1=CC=C(C=C1)OS(=O)(=O)C (methasulfocarb), CCCCC(CN1C=NC=N1)(C#N)C=2C=CC(=CC2)Cl (myclobutanil), CC1=C(OC(=C1C(=O)NC2=CC=CC=C2)C)C (methfuroxam), CC1(CCC(C1(CN2C=NC=N2)O)CC=3C=CC(=CC3)Cl)C (metconazole), CC1=CC=CC=C1/C(=N\NC2=NC(=CC(=N2)C)C)/C (meferimzone), CC=1C=CC=CC1C(=O)NC2=CC=CC(=C2)OC(C)C (mepronil), CC1=C(SC(=N1)C)C(=O)NC2=CC=CC=C2 (metsulfovax), CNC(=O)/C(=N/OC)/C=1C=CC=CC1OC=2C=CC=CC2 (metominostrobin), CC#CC=1C=C(N=C(N1)NC=2C=CC=CC2)C (mepanipyrim), CC1=C(C(=CC=C1)C)N([C@H](C)C(=O)OC)C(=O)COC (metalaxyl-M). Procedure: maneb; meferimzone; mepanipyrim; mepronil; metalaxyl; metalaxyl-M; metconazole; methasulfocarb; methfuroxam; metiram; metominostrobin; metsulfovax; mildiomycin; myclobutanil; myclozolin; As a reaction SMILES: [CH2:1]([NH:7][C:8]([S-:10])=[S:9])[CH2:2][NH:3][C:4]([S-:6])=[S:5].[Mn+2:11].CC1C(/C(/C)=N\NC2N=C(C)C=C(C)N=2)=CC=CC=1.CC#CC1C=C(C)N=C(NC2C=CC=CC=2)N=1.CC1C=CC=CC=1C(NC1C=C(OC(C)C)C=CC=1)=O.CC1C(N(C(COC)=O)C(C(OC)=O)C)=C(C)C=CC=1.CC1C=CC=C(C)C=1N(C(COC)=O)[C@@H](C(OC)=O)C.CC1(C)C(O)(CN2N=CN=C2)C(CC2C=CC(Cl)=CC=2)CC1.CNC(SC1C=CC(OS(C)(=O)=O)=CC=1)=O.CC1C(C(NC2C=CC=CC=2)=O)=C(C)OC=1C.C(NC([S-])=S)CNC([S-])=S.[Zn+2:173].CNC(/C(/C1C=CC=CC=1OC1C=CC=CC=1)=N/OC)=O.CC1N=C(C)SC=1C(NC1C=CC=CC=1)=O.C1[C@H](NC([C@@H](N)CO)=O)[C@H](C(O)(C(O)=O)CC(O)CNC(N)=N)O[C@@H](N2C(O)N=C(N)C(CO)=C2)C=1.CCCCC(C1C=CC(Cl)=CC=1)(C#N)CN1N=CN=C1.CC1(COC)OC(=O)N(C2C=C(Cl)C=C(Cl)C=2)C1=O>>[CH2:1]([NH:7][C:8]([S-:10])=[S:9])[CH2:2][NH:3][C:4]([S-:6])=[S:5].[CH2:1]([NH:7][C:8]([S-:10])=[S:9])[CH2:2][NH:3][C:4]([S-:6])=[S:5].[Mn+2:11].[Zn+2:173] |f:0.1,10.11,17.18.19.20|. Reactants: CC1(CC(NC2=CC(=CC=C12)NC(C1=C(N=CC=C1)F)=O)=O)C (N-(4,4-dimethyl-2-oxo-1,2,3,4-tetrahydro-quinolin-7-yl)-2-fluoro-nicotinamide), Cl.Cl.N1C=CC=2C1=NC=CC2CN (C-(1H-pyrrolo[2,3-b]pyridin-4-yl)-methylamine dihydrochloride). Yields the product CC1(CC(NC2=CC(=CC=C12)NC(C1=C(N=CC=C1)NCC1=C2C(=NC=C1)NC=C2)=O)=O)C (N-(4,4-Dimethyl-2-oxo-1,2,3,4-tetrahydroquinolin-7-yl)-2-[(1H-pyrrolo[2,3-b]pyridin-4-ylmethyl)amino]nicotinamide). RXN SMILES: [CH3:1][C:2]1([CH3:23])[C:11]2[C:6](=[CH:7][C:8]([NH:12][C:13](=[O:21])[C:14]3[CH:19]=[CH:18][CH:17]=[N:16][C:15]=3F)=[CH:9][CH:10]=2)[NH:5][C:4](=[O:22])[CH2:3]1.Cl.Cl.[NH:26]1[C:30]2=[N:31][CH:32]=[CH:33][C:34]([CH2:35][NH2:36])=[C:29]2[CH:28]=[CH:27]1>>[CH3:1][C:2]1([CH3:23])[C:11]2[C:6](=[CH:7][C:8]([NH:12][C:13](=[O:21])[C:14]3[CH:19]=[CH:18][CH:17]=[N:16][C:15]=3[NH:36][CH2:35][C:34]3[CH:33]=[CH:32][N:31]=[C:30]4[NH:26][CH:27]=[CH:28][C:29]=34)=[CH:9][CH:10]=2)[NH:5][C:4](=[O:22])[CH2:3]1 |f:1.2.3|. Procedure: The titled compound was prepared from N-(4,4-dimethyl-2-oxo-1,2,3,4-tetrahydro-quinolin-7-yl)-2-fluoro-nicotinamide and C-(1H-pyrrolo[2,3-b]pyridin-4-yl)-methylamine dihydrochloride by the method described in Step A of Example 1. MS (ES+): 441 (M+H). Calc'd. for C25H24N6O2—440.51.